This data is from the Open Reaction Database (ORD), a public repository of structured organic reaction records. The task is: describe an organic reaction: reactants, conditions, products, and yield Reactants: CS(=O)(=O)Cl, CCN(C(C)C)C(C)C, ClCCl, CC(C)c1nnc2ccc(-c3cn(C4CCNC4)nc3-c3ccc(F)cc3F)nn12. The product is CC(C)c1nnc2ccc(-c3cn(C4CCN(S(C)(=O)=O)C4)nc3-c3ccc(F)cc3F)nn12. RXN SMILES: [CH3:40][S:41]([Cl:42])(=[O:43])=[O:44].[CH:31]([N:32]([CH2:33][CH3:34])[CH:35]([CH3:36])[CH3:37])([CH3:38])[CH3:39].[Cl:45][CH2:46][Cl:47].[F:1][c:2]1[c:3](-[c:9]2[n:10][n:11]([CH:26]3[CH2:27][NH:28][CH2:29][CH2:30]3)[cH:12][c:13]2-[c:14]2[cH:15][cH:16][c:17]3[n:18]([n:19]2)[c:20]([CH:23]([CH3:24])[CH3:25])[n:21][n:22]3)[cH:4][cH:5][c:6]([F:8])[cH:7]1>>[F:1][c:2]1[c:3](-[c:9]2[n:10][n:11]([CH:26]3[CH2:27][N:28]([S:41]([CH3:40])(=[O:43])=[O:44])[CH2:29][CH2:30]3)[cH:12][c:13]2-[c:14]2[cH:15][cH:16][c:17]3[n:18]([n:19]2)[c:20]([CH:23]([CH3:24])[CH3:25])[n:21][n:22]3)[cH:4][cH:5][c:6]([F:8])[cH:7]1. Reactants: C=O (formaldehyde), C(C1=C(C(=C(C(=C1)C)O)CC1=C(C=CC(=C1)C)O)C)C1=C(C(=C(C(=C1)C)O)CC1=C(C=CC(=C1)C)O)C (4,4'-methylenebis[2-(2-hydroxy-5-methylbenzyl)-3,6-dimethylphenol]), [OH-].[Na+] (sodium hydroxide), O (water), C(C)(=O)O (acetic acid). Run in O1CCCC1 (tetrahydrofurane). Conditions: temperature 25 celsius, time 1 hour. Product: C(C1=C(C(=C(C(=C1)C)O)CC1=C(C(=CC(=C1)C)CO)O)C)C1=C(C(=C(C(=C1)C)O)CC1=C(C(=CC(=C1)C)CO)O)C (4,4'-methylenebis[2-(2-hydroxy-3-hydroxymethyl-5-methylbenzyl)-3,6-dimethylphenol]). As a reaction SMILES: [CH2:1]([C:20]1[CH:25]=[C:24]([CH3:26])[C:23]([OH:27])=[C:22]([CH2:28][C:29]2[CH:34]=[C:33]([CH3:35])[CH:32]=[CH:31][C:30]=2[OH:36])[C:21]=1[CH3:37])[C:2]1[CH:7]=[C:6]([CH3:8])[C:5]([OH:9])=[C:4]([CH2:10][C:11]2[CH:16]=[C:15]([CH3:17])[CH:14]=[CH:13][C:12]=2[OH:18])[C:3]=1[CH3:19].[OH-:38].[Na+].O.[CH2:41]=O.[C:43]([OH:46])(=O)C>O1CCCC1>[CH2:1]([C:2]1[CH:7]=[C:6]([CH3:8])[C:5]([OH:9])=[C:4]([CH2:10][C:11]2[CH:16]=[C:15]([CH3:17])[CH:14]=[C:13]([CH2:43][OH:46])[C:12]=2[OH:18])[C:3]=1[CH3:19])[C:20]1[CH:25]=[C:24]([CH3:26])[C:23]([OH:27])=[C:22]([CH2:28][C:29]2[CH:34]=[C:33]([CH3:35])[CH:32]=[C:31]([CH2:41][OH:38])[C:30]=2[OH:36])[C:21]=1[CH3:37] |f:1.2|. Procedure details: Into a 4 liter four-necked flask were charged 49.66 g of 4,4'-methylenebis[2-(2-hydroxy-5-methylbenzyl)-3,6-dimethylphenol], 9.60 gof sodium hydroxide, 167.1 g of water and 16.7 g of tetrahydrofurane. Whilestirring at 40° C., 48.7 g of 37% formaldehyde was added dropwise thereto over one hour, and the reaction was conducted for 5 more hours. After completion of the reaction, 19.2 g of 90% aqueous acetic acid solution was added for neutralization, then cooled to 25° C. and filtered. The filtered ... Reactants: CC1(COC=2C1=C(C=CC2)O)C (3,3-dimethyl-2,3-dihydro-1-benzofuran-4-ol), CC1(COC=2C1=C(C=CC2)O)C (3,3-dimethyl-2,3-dihydro-1-benzofuran-4-ol), ClC1=NC=C(C=N1)[N+](=O)[O-] (2-chloro-5-nitropyrimidine). The solvent is CN(C=O)C (N,N-Dimethylformamide). Run at time 8 hour. Yields the product CC1(COC2=C1C(=CC=C2)OC2=NC=C(C=N2)[N+](=O)[O-])C (2-[(3,3-dimethyl-2,3-dihydro-1-benzofuran-4-yl)oxy]-5-nitropyrimidine). Isolated yield 99.2%. Reaction SMILES: [CH3:1][C:2]1([CH3:12])[C:6]2=[C:7]([OH:11])[CH:8]=[CH:9][CH:10]=[C:5]2[O:4][CH2:3]1.Cl[C:14]1[N:19]=[CH:18][C:17]([N+:20]([O-:22])=[O:21])=[CH:16][N:15]=1>CN(C)C=O>[CH3:1][C:2]1([CH3:12])[C:6]2[C:7]([O:11][C:14]3[N:19]=[CH:18][C:17]([N+:20]([O-:22])=[O:21])=[CH:16][N:15]=3)=[CH:8][CH:9]=[CH:10][C:5]=2[O:4][CH2:3]1. Procedure: To a solution of 3,3-dimethyl-2,3-dihydro-1-benzofuran-4-ol (Intermediate 50, 724 mg) in dry N,N-Dimethylformamide (40 mL) potassium carbonate and 2-chloro-5-nitropyrimidine (774 mg, 4.85 mmol) were added. The reaction mixture was stirred at room temperature overnight. The reaction was quenched with water (40 ml) and extracted with ethyl acetate (3×40 ml). The combined organic layers were washed with brine (2×50 ml), separated, dried over sodium sulphate, filtered and evaporated. The residue was... Starting materials: CN(CCCNC(NN)=S)C (4-(3-dimethylaminopropyl)-3-thiosemicarbazide), Cl (hydrogen chloride), ClC(C(=O)OCC)C(=O)C (ethyl 2-chloroacetoacetate). The solvent is C(C)O (ethanol). Yields the product Cl.C(C)OC(=O)C=1C(=NNC1C)NCCCN(C)C (3-[[3-(Dimethylamino)propyl]amino]-5-methyl-1H-pyrazole-4-carboxylic acid ethyl ester hydrochloride). Isolated yield 71.4%. As a reaction SMILES: [CH3:1][N:2]([CH3:11])[CH2:3][CH2:4][CH2:5][NH:6][C:7](=S)[NH:8][NH2:9].Cl.[Cl:13][CH:14]([C:20]([CH3:22])=O)[C:15]([O:17][CH2:18][CH3:19])=[O:16]>C(O)C>[ClH:13].[CH2:18]([O:17][C:15]([C:14]1[C:7]([NH:6][CH2:5][CH2:4][CH2:3][N:2]([CH3:11])[CH3:1])=[N:8][NH:9][C:20]=1[CH3:22])=[O:16])[CH3:19] |f:4.5|. Reported procedure: A stirred solution of 7.05 g (0.04 mole) of 4-(3-dimethylaminopropyl)-3-thiosemicarbazide in 50 mL of absolute ethanol under nitrogen atmosphere was treated with 40 mL of 2N ethanolic hydrogen chloride and then with 6.6 g (0.04 mole) of ethyl 2-chloroacetoacetate, stirred at ambient temperature for 2 hr and heated at reflux for 5 hr. The reaction mixture was filtered hot to remove some crystalline sulfur and the filtrate solidified on cooling to give 8.3 g of crude product. After 5 recrystalliza... Reactants: C1(=CC=CC=C1)S(=O)(=O)Cl (benzenesulfonyl chloride), C(C)OCC=1N(C2=C(C=NC=3C=CC=CC23)N1)OCCNC(OC(C)(C)C)=O (tert-butyl 2-{[2-(ethoxymethyl)-1H-imidazo[4,5-c]quinolin-1-yl]oxy}ethylcarbamate), ClC1=CC(=CC=C1)C(=O)OO (m-chloroperbenzoic acid), C([O-])(O)=O.[Na+] (sodium bicarbonate), [OH-].[Na+] (sodium hydroxide), [OH-].[NH4+] (ammonium hydroxide), Cl (hydrochloric acid). Run in ClCCl (dichloromethane), ClCCl (dichloromethane), C(C)O (ethanol), ClCCl (dichloromethane), ClCCl (dichloromethane), O (water). Reaction conditions: time 2 hour. Product: NCCON1C(=NC=2C(=NC=3C=CC=CC3C21)N)COCC (1-(2-aminoethoxy)-2-(ethoxymethyl)-1H-imidazo[4,5-c]quinolin-4-amine). RXN SMILES: [CH2:1]([O:3][CH2:4][C:5]1[N:6]([O:18][CH2:19][CH2:20][NH:21]C(=O)OC(C)(C)C)[C:7]2[C:16]3[CH:15]=[CH:14][CH:13]=[CH:12][C:11]=3[N:10]=[CH:9][C:8]=2[N:17]=1)[CH3:2].ClC1C=CC=C(C(OO)=O)C=1.[OH-].[NH4+:41].C1(S(Cl)(=O)=O)C=CC=CC=1.C(=O)(O)[O-].[Na+].Cl.[OH-].[Na+]>ClCCl.C(O)C.O>[NH2:21][CH2:20][CH2:19][O:18][N:6]1[C:7]2[C:16]3[CH:15]=[CH:14][CH:13]=[CH:12][C:11]=3[N:10]=[C:9]([NH2:41])[C:8]=2[N:17]=[C:5]1[CH2:4][O:3][CH2:1][CH3:2] |f:2.3,5.6,8.9|. Procedure details: To a stirred solution of tert-butyl 2-{[2-(ethoxymethyl)-1H-imidazo[4,5-c]quinolin-1-yl]oxy}ethylcarbamate (6.0 g) from several batches of Part C in dichloromethane (100 mL) was added m-chloroperbenzoic acid (7.0 g). After about 2 hours, concentrated ammonium hydroxide (35 mL) and water (10 mL) were added. The mixture was cooled in an ice bath and a solution of benzenesulfonyl chloride (3.5 mL) in dichloromethane (25 mL) was added dropwise. The mixture was stirred for 2 hours at room temperature...